This data is from the Open Reaction Database (ORD), a public repository of structured organic reaction records. The task is: describe an organic reaction: reactants, conditions, products, and yield The reactants are S(=O)(Cl)Cl (Thionyl chloride), CO (methanol), N[C@H](CCC)C(=O)O (D-Norvaline). Conditions: temperature -5 celsius, time 15 minute. Yields the product COC([C@H](N)CCC)=O ((R)-norvaline methyl ester). Isolated yield 95.0%. RXN SMILES: S(Cl)(Cl)=O.[NH2:5][C@@H:6]([C:10]([OH:12])=[O:11])[CH2:7][CH2:8][CH3:9].[CH3:13]O>>[CH3:13][O:11][C:10](=[O:12])[C@@H:6]([CH2:7][CH2:8][CH3:9])[NH2:5]. Procedure details: Thionyl chloride (47.7 mL) was added dropwise to methanol (300 mL) under stirring at −5° C. over 2 hours and 15 minutes. D-Norvaline (35.00 g) was added to the resulting light yellow solution under stirring at −4° C. The solution was stirred at room temperature for 18 hours and then methanol was removed under reduced pressure. Disopropyl ether (90 mL) was added to the precipitated crystals, which were filtered and washed twice with diisopropyl ether (30 mL) to give (R)-norvaline methyl ester (47... The reactants are CC1=CC=C(C=N1)CCCCN1C(C2=CC=CC=C2C1=O)=O (2-[4-(6-Methylpyridin-3-yl)butyl]-1H-isoindole-1,3(2H)-dione), NN (hydrazine). The solvent is C(C)O (ethanol). Product: CC1=CC=C(C=N1)CCCCN (4-(6-Methylpyridin-3-yl)butan-1-amine). The yield is 116.8%. Reaction SMILES: [CH3:1][C:2]1[N:7]=[CH:6][C:5]([CH2:8][CH2:9][CH2:10][CH2:11][N:12]2C(=O)C3C(=CC=CC=3)C2=O)=[CH:4][CH:3]=1.NN>C(O)C>[CH3:1][C:2]1[N:7]=[CH:6][C:5]([CH2:8][CH2:9][CH2:10][CH2:11][NH2:12])=[CH:4][CH:3]=1. Reported procedure: A mixture of 2-4 (7.2 g, 24.5 mmol), hydrazine (3.8 mL), and ethanol (500 mL) was heated at reflux for 4 hours. The resulting mixture was cooled and filtered, and the filtrate concentrated to give 2-5 as a yellow solid (4.7 g) contaminated with some phthalhydrazide. Starting materials: NC=1C=2N=C3C(=NC2C=CC1)OCC1N3CCCC1 (11-amino-1,2,3,4,4a,5-hexahydropyrido[1',2':4,5][1,4]oxazino[2,3-b]quinoxaline), [OH-].[Na+] (sodium hydroxide), C(C1=CC=CC=C1)(=O)Cl (benzoyl chloride). The solvent is C(Cl)Cl (methylene chloride). Conditions: time 8 hour. Yields the product C1CCCC2N1C=1C(=NC=3C=CC=C(C3N1)NC(C1=CC=CC=C1)=O)OC2 (N-(1,2,3,4,4a,5-hexahydropyrido[1',2':4,5][1,4]oxazino[2,3-b] quinoxalin-11-yl)benzamide). Reaction SMILES: [NH2:1][C:2]1[C:3]2[N:4]=[C:5]3[N:15]4[CH2:16][CH2:17][CH2:18][CH2:19][CH:14]4[CH2:13][O:12][C:6]3=[N:7][C:8]=2[CH:9]=[CH:10][CH:11]=1.[OH-].[Na+].[C:22](Cl)(=[O:29])[C:23]1[CH:28]=[CH:27][CH:26]=[CH:25][CH:24]=1>C(Cl)Cl>[CH2:16]1[N:15]2[C:5]3[C:6]([O:12][CH2:13][CH:14]2[CH2:19][CH2:18][CH2:17]1)=[N:7][C:8]1[CH:9]=[CH:10][CH:11]=[C:2]([NH:1][C:22](=[O:29])[C:23]2[CH:28]=[CH:27][CH:26]=[CH:25][CH:24]=2)[C:3]=1[N:4]=3 |f:1.2|. Procedure: A mixture of 5.1 g. of 11-amino-1,2,3,4,4a,5-hexahydropyrido[1',2':4,5][1,4]oxazino[2,3-b]quinoxaline, 100 ml. of methylene chloride and 20 ml. of 1 N sodium hydroxide is stirred and 2.8 g. of benzoyl chloride is added. The reaction mixture is stirred overnight and the layers are separated. The methylene chloride layer is washed with water and concentrated and N-(1,2,3,4,4a,5-hexahydropyrido[1',2':4,5][1,4]oxazino[2,3-b] quinoxalin-11-yl)benzamide is obtained. The product is Cc1c(F)cc2c(=O)c(C(=O)O)cn(C3CC3)c2c1F. Reactants: O=C(O)Cc1c(F)cc2c(=O)c(C(=O)O)cn(C3CC3)c2c1F, c1ccc(Oc2ccccc2)cc1. Reaction SMILES: [CH:1]1([n:4]2[cH:5][c:6]([C:21](=[O:22])[OH:23])[c:7](=[O:20])[c:8]3[cH:9][c:10]([F:19])[c:11]([CH2:15][C:16]([OH:17])=[O:18])[c:12]([F:14])[c:13]23)[CH2:2][CH2:3]1.[O:24]([c:25]1[cH:26][cH:27][cH:28][cH:29][cH:30]1)[c:31]1[cH:32][cH:33][cH:34][cH:35][cH:36]1>>[CH:1]1([n:4]2[cH:5][c:6]([C:21](=[O:22])[OH:23])[c:7](=[O:20])[c:8]3[cH:9][c:10]([F:19])[c:11]([CH3:15])[c:12]([F:14])[c:13]23)[CH2:2][CH2:3]1. Reactants: C1COCCO1, Cc1ccc(S(=O)(=O)n2ccc3c2ncc2cnc(C4CN(C(=O)OC(C)(C)C)CCC4C)n23)cc1, Cl, [Na+], [OH-]. The product is CC1CCN(C(=O)OC(C)(C)C)CC1c1ncc2cnc3[nH]ccc3n12. Reaction SMILES: [CH2:40]1[O:41][CH2:42][CH2:43][O:44][CH2:45]1.[CH3:1][CH:2]1[CH:3]([c:15]2[n:16][cH:17][c:18]3[n:19]2[c:20]2[c:21]([n:22][cH:23]3)[n:24]([S:27]([c:28]3[cH:29][cH:30][c:31]([CH3:32])[cH:33][cH:34]3)(=[O:35])=[O:36])[cH:25][cH:26]2)[CH2:4][N:5]([C:8](=[O:9])[O:10][C:11]([CH3:12])([CH3:13])[CH3:14])[CH2:6][CH2:7]1.[ClH:39].[Na+:38].[OH-:37]>>[CH3:1][CH:2]1[CH:3]([c:15]2[n:16][cH:17][c:18]3[n:19]2[c:20]2[c:21]([n:22][cH:23]3)[nH:24][cH:25][cH:26]2)[CH2:4][N:5]([C:8](=[O:9])[O:10][C:11]([CH3:12])([CH3:13])[CH3:14])[CH2:6][CH2:7]1. Reactants: CCOC(=O)C1(NC(=O)c2cccc(C)c2I)Cc2ccccc2C1, COCC=CB(O)O, [K+], [K+], O=C([O-])[O-], C1COCCO1, [Pd]. The product is CCOC(=O)C1(NC(=O)c2cccc(C)c2C=CCOC)Cc2ccccc2C1. Reaction SMILES: [CH2:1]([CH3:2])[O:3][C:4](=[O:5])[C:6]1([NH:15][C:16]([c:17]2[c:18]([I:24])[c:19]([CH3:23])[cH:20][cH:21][cH:22]2)=[O:25])[CH2:7][c:8]2[cH:9][cH:10][cH:11][cH:12][c:13]2[CH2:14]1.[CH3:26][O:27][CH2:28][CH:29]=[CH:30][B:31]([OH:32])[OH:33].[K+:34].[K+:35].[O-:36][C:37]([O-:38])=[O:39].[O:41]1[CH2:42][CH2:43][O:44][CH2:45][CH2:46]1.[Pd:40]>>[CH2:1]([CH3:2])[O:3][C:4](=[O:5])[C:6]1([NH:15][C:16]([c:17]2[c:18]([CH:30]=[CH:29][CH2:28][O:27][CH3:26])[c:19]([CH3:23])[cH:20][cH:21][cH:22]2)=[O:25])[CH2:7][c:8]2[cH:9][cH:10][cH:11][cH:12][c:13]2[CH2:14]1.